This data is from the Open Reaction Database (ORD), a public repository of structured organic reaction records. The task is: describe an organic reaction: reactants, conditions, products, and yield Reactants: ClC1=CC=C2C(=N1)NC([C@@]21[C@H]([C@@H]2C(O[C@H]([C@H](N2C12CCC(CC2)(C)C)C2=CC=CC=C2)C2=CC=CC=C2)=O)C2=C(C(=CC=C2)Cl)F)=O ((3′S,4′R,7′S,8′S,8a′R)-6″-chloro-8′-(3-chloro-2-fluorophenyl)-4,4-dimethyl-3′,4′-diphenyl-3′,4′,8′,8a′-tetrahydro-1′H-dispiro[cyclohexane-1,6′-pyrrolo[2,1-c][1,4]oxazine-7′,3″-pyrrolo[2,3-b]pyridine]-1′,2″(1″H)-dione), N[C@@H]1CC[C@H](CC1)CO ((trans-4-aminocyclohexyl)methanol). Product: ClC1=CC=C2C(=N1)NC(C21C2(N([C@H]([C@@H]1C1=C(C(=CC=C1)Cl)F)C(=O)N[C@@H]1CC[C@H](CC1)CO)[C@@H]([C@H](C1=CC=CC=C1)O)C1=CC=CC=C1)CCC(CC2)(C)C)=O ((4′S,5′R)-6″-chloro-4′-(3-chloro-2-fluorophenyl)-1′-[(1R,2S)-2-hydroxy-1,2-diphenylethyl]-N-[trans-4-(hydroxymethyl)cyclohexyl]-4,4-dimethyl-2″-oxo-1″,2″-dihydrodispiro[cyclohexane-1,2′-pyrrolidine-3′,3″-pyrrolo[2,3-b]pyridine]-5′-carboxamide). The yield is 83.4%. As a reaction SMILES: [Cl:1][C:2]1[N:7]=[C:6]2[NH:8][C:9](=[O:47])[C@:10]3([C:18]4([CH2:23][CH2:22][C:21]([CH3:25])([CH3:24])[CH2:20][CH2:19]4)[N:17]4[C@@H:12]([C:13](=[O:38])[O:14][C@@H:15]([C:32]5[CH:37]=[CH:36][CH:35]=[CH:34][CH:33]=5)[C@H:16]4[C:26]4[CH:31]=[CH:30][CH:29]=[CH:28][CH:27]=4)[C@@H:11]3[C:39]3[CH:44]=[CH:43][CH:42]=[C:41]([Cl:45])[C:40]=3[F:46])[C:5]2=[CH:4][CH:3]=1.[NH2:48][C@H:49]1[CH2:54][CH2:53][C@H:52]([CH2:55][OH:56])[CH2:51][CH2:50]1>>[Cl:1][C:2]1[N:7]=[C:6]2[NH:8][C:9](=[O:47])[C:10]3([C@@H:11]([C:39]4[CH:44]=[CH:43][CH:42]=[C:41]([Cl:45])[C:40]=4[F:46])[C@H:12]([C:13]([NH:48][C@H:49]4[CH2:54][CH2:53][C@H:52]([CH2:55][OH:56])[CH2:51][CH2:50]4)=[O:38])[N:17]([C@H:16]([C:26]4[CH:31]=[CH:30][CH:29]=[CH:28][CH:27]=4)[C@@H:15]([OH:14])[C:32]4[CH:33]=[CH:34][CH:35]=[CH:36][CH:37]=4)[C:18]43[CH2:23][CH2:22][C:21]([CH3:25])([CH3:24])[CH2:20][CH2:19]4)[C:5]2=[CH:4][CH:3]=1. Reported procedure: The compound (260 mg, 0.39 mmol) obtained in Step 1 above and (trans-4-aminocyclohexyl)methanol (100 mg, 0.77 mmol) were used as starting materials and treated in the same way as in Step 2 of Example 1 to give 260 mg (83%) of the title compound as a pale yellow oil. Starting materials: CN(C)C=O, Fc1ccc(N2CCN(CCCCl)CC2)cc1, [H-], [Na+], O, Oc1ccc(-n2cccn2)cc1. The product is Fc1ccc(N2CCN(CCCOc3ccc(-n4cccn4)cc3)CC2)cc1. RXN SMILES: [CH3:33][N:34]([CH3:35])[CH:36]=[O:37].[Cl:15][CH2:16][CH2:17][CH2:18][N:19]1[CH2:20][CH2:21][N:22]([c:25]2[cH:26][cH:27][c:28]([F:31])[cH:29][cH:30]2)[CH2:23][CH2:24]1.[H-:1].[Na+:2].[OH2:32].[n:3]1(-[c:8]2[cH:9][cH:10][c:11]([OH:14])[cH:12][cH:13]2)[n:4][cH:5][cH:6][cH:7]1>>[n:3]1(-[c:8]2[cH:9][cH:10][c:11]([O:14][CH2:16][CH2:17][CH2:18][N:19]3[CH2:20][CH2:21][N:22]([c:25]4[cH:26][cH:27][c:28]([F:31])[cH:29][cH:30]4)[CH2:23][CH2:24]3)[cH:12][cH:13]2)[n:4][cH:5][cH:6][cH:7]1. The reactants are N(=NC(=O)OC(C)C)C(=O)OC(C)C (diisopropyl azodicarboxylate), C(C1=CC=CC=C1)OC(C(CC1=CC=CC=C1)O)=O (2-Hydroxy-3-phenyl-propionic acid benzyl ester), ON1C(C=2C(C1=O)=CC=CC2)=O (N-hydroxyphthalimide), C1=CC=C(C=C1)P(C2=CC=CC=C2)C3=CC=CC=C3 (PPh3). Solvent: C(Cl)Cl (CH2Cl2). Run at temperature -20 celsius, time 2 hour. Product: C(C1=CC=CC=C1)OC(C(CC1=CC=CC=C1)ON1C(C2=CC=CC=C2C1=O)=O)=O (2-(1,3-Dioxo-1,3-dihydro-isoindol-2-yloxy)-3-phenyl-propionic acid benzyl ester). Isolated yield 97.5%. Reaction SMILES: [CH2:1]([O:8][C:9](=[O:19])[CH:10]([OH:18])[CH2:11][C:12]1[CH:17]=[CH:16][CH:15]=[CH:14][CH:13]=1)[C:2]1[CH:7]=[CH:6][CH:5]=[CH:4][CH:3]=1.O[N:21]1[C:25](=[O:26])[C:24]2=[CH:27][CH:28]=[CH:29][CH:30]=[C:23]2[C:22]1=[O:31].C1C=CC(P(C2C=CC=CC=2)C2C=CC=CC=2)=CC=1.N(C(OC(C)C)=O)=NC(OC(C)C)=O>C(Cl)Cl>[CH2:1]([O:8][C:9](=[O:19])[CH:10]([O:18][N:21]1[C:25](=[O:26])[C:24]2[C:23](=[CH:30][CH:29]=[CH:28][CH:27]=2)[C:22]1=[O:31])[CH2:11][C:12]1[CH:13]=[CH:14][CH:15]=[CH:16][CH:17]=1)[C:2]1[CH:3]=[CH:4][CH:5]=[CH:6][CH:7]=1. Procedure: To a mixture of compound from Step 6a (7.00 g, 27.2 mmol), N-hydroxyphthalimide (5.35 g, 32.80 mmol) and PPh3 (9.26 g, 35.30 mmol) in CH2Cl2 (55 mL) was added diisopropyl azodicarboxylate (6.86 mL, 35.38 mmol) during 10 minutes period at −20° C. The resulting mixture was stirred at −20° C. for 2 hours. The solvent was removed under reduced pressure. The residue was purified by flash chromatography (silica gel, CH2Cl2/hexane=1/2) to afford 10.65 g (99%) of the title compound. Reactants: OCC1=CN=C2N1C=C(C=C2)C#N (3-(Hydroxymethyl)imidazo[1,2-a]pyridine-6-carbonitrile), [H-].[Na+] (sodium hydride), C(=O)([O-])[O-].[Na+].[Na+] (Na2CO3), CI (methyl iodide). The solvent is C1CCOC1 (THF). Reaction conditions: temperature 0 celsius, time 1 hour. The product is COCC1=CN=C2N1C=C(C=C2)C#N (3-(Methoxymethyl)imidazo[1,2-a]pyridine-6-carbonitrile). As a reaction SMILES: [OH:1][CH2:2][C:3]1[N:7]2[CH:8]=[C:9]([C:12]#[N:13])[CH:10]=[CH:11][C:6]2=[N:5][CH:4]=1.[H-].[Na+].CI.[C:18]([O-])([O-])=O.[Na+].[Na+]>C1COCC1>[CH3:18][O:1][CH2:2][C:3]1[N:7]2[CH:8]=[C:9]([C:12]#[N:13])[CH:10]=[CH:11][C:6]2=[N:5][CH:4]=1 |f:1.2,4.5.6|. Procedure: To a solution of 3-(hydroxymethyl)-imidazo[1,2-a]pyridine-6-carbonitrile (7-2) (346 mg, 2 mmol) in 20 mL of THF was added sodium hydride (240 mg, 60% in oil) at 0° C. The reaction mixture was stirred at 0° C. for 1 h, then methyl iodide (615 mg, 4.3 mmol) was added. The reaction was stirred at room temperature overnight. The mixture was treated with aqueous Na2CO3, then concentrated. The residue was diluted with water and extracted with EtOAc. The combined organics were dried over Na2SO4 and con... The reactants are 1,1,1-trifluoro-2-decyl-6-hydroxynaphthalene-2-carboxylate, OC=1C=C2C=CC(=CC2=CC1)C(=O)OC(C(F)(F)F)CCCCCCCC (1,1,1-trifluoro-2-decyl 6-hydroxynaphthalene-2-carboxylate), C(CCCCCCC)OC1=CC=C(C(=O)O)C=C1 (4-n-octyloxybenzoic acid). Solvent: O1CCCC1 (tetrahydrofuran). Product: C(CCCCCCC)OC1=CC=C(C=C1)C(=O)OC=1C=C2C=CC(=CC2=CC1)C(=O)OC(C(F)(F)F)CCCCCCCC (1,1,1-trifluorodecyl 6-(4-n-octyloxyphenylcarbonyloxy)naphthalene-2-carboxylate). RXN SMILES: [OH:1][C:2]1[CH:3]=[C:4]2[C:9](=[CH:10][CH:11]=1)[CH:8]=[C:7]([C:12]([O:14][CH:15]([CH2:20][CH2:21][CH2:22][CH2:23][CH2:24][CH2:25][CH2:26][CH3:27])[C:16]([F:19])([F:18])[F:17])=[O:13])[CH:6]=[CH:5]2.[CH2:28]([O:36][C:37]1[CH:45]=[CH:44][C:40]([C:41](O)=[O:42])=[CH:39][CH:38]=1)[CH2:29][CH2:30][CH2:31][CH2:32][CH2:33][CH2:34][CH3:35]>O1CCCC1>[CH2:28]([O:36][C:37]1[CH:45]=[CH:44][C:40]([C:41]([O:1][C:2]2[CH:3]=[C:4]3[C:9](=[CH:10][CH:11]=2)[CH:8]=[C:7]([C:12]([O:14][CH:15]([CH2:20][CH2:21][CH2:22][CH2:23][CH2:24][CH2:25][CH2:26][CH3:27])[C:16]([F:17])([F:18])[F:19])=[O:13])[CH:6]=[CH:5]3)=[O:42])=[CH:39][CH:38]=1)[CH2:29][CH2:30][CH2:31][CH2:32][CH2:33][CH2:34][CH3:35]. Reported procedure: To a solution of the 1,1,1-trifluoro-2-decyl-6-hydroxynaphthalene-2-carboxylate (0.5 g) obtained in (1) above, the 4-n-octyloxybenzoic acid (0.4 g) obtained in (2) above in tetrahydrofuran (40 ml) were added dicyclohexylcarbodiimide (0.45 g) and dimethylaminopyridine (0.05 g). The solution was stirred at room temperature overnight. The solution was distilled to remove the solvent. The residue was dissolved in dichloromethane (50 ml) and the solution was washed with dilute aqueous hydrochloric ac... The reactants are COC=1C(CC(C1C)C)=O (2-methoxy-3,4-dimethyl-2-cyclopenten-1-one), Cl (hydrochloric acid). Product: OC=1C(CC(C1C)C)=O (2-hydroxy-3,4-dimethyl-2-cyclopenten-1-one). Yield: 71.3%. RXN SMILES: C[O:2][C:3]1[C:4](=[O:10])[CH2:5][CH:6]([CH3:9])[C:7]=1[CH3:8].Cl>>[OH:2][C:3]1[C:4](=[O:10])[CH2:5][CH:6]([CH3:9])[C:7]=1[CH3:8]. Procedure: 0.70 g (5 mmol) of crude 2-methoxy-3,4-dimethyl-2-cyclopenten-1-one is held at reflux temperature for 3 hours with 7 g (10 fold amount by weight) of 5N hydrochloric acid. The reaction mixture is extracted 3 times with 50 ml of CH2Cl2 each time. The combined organic phases are dried over magnesium sulphate and concentrated on a rotary evaporator to give 0.45 g (71.4%) of 2-hydroxy-3,4-dimethyl-2-cyclopenten-1-one, content 90.6%. The data for this material are: